The task is: describe an organic reaction: reactants, conditions, products, and yield. This data is from the Open Reaction Database (ORD), a public repository of structured organic reaction records. The reactants are CC1(C)OB(c2ccncc2Cl)OC1(C)C, Nc1nc(Cl)c(I)cc1[N+](=O)[O-]. Yields the product Nc1nc(Cl)c(-c2ccncc2Cl)cc1[N+](=O)[O-]. As a reaction SMILES: [CH3:1][C:2]1([CH3:3])[C:4]([CH3:5])([CH3:6])[O:7][B:8]([c:9]2[c:10]([Cl:15])[cH:11][n:12][cH:13][cH:14]2)[O:16]1.[Cl:17][c:18]1[c:19]([I:28])[cH:20][c:21]([N+:25](=[O:26])[O-:27])[c:22]([NH2:24])[n:23]1>>[c:9]1(-[c:19]2[c:18]([Cl:17])[n:23][c:22]([NH2:24])[c:21]([N+:25](=[O:26])[O-:27])[cH:20]2)[c:10]([Cl:15])[cH:11][n:12][cH:13][cH:14]1. Reactants: O=C([O-])[O-], OB(O)c1ccncc1Cl, [Cs+], [Cs+], COc1ccc(CN(Cc2ccc(OC)cc2)c2nc(C)nc(I)n2)cc1, C1COCCO1, O. Yields the product COc1ccc(CN(Cc2ccc(OC)cc2)c2nc(C)nc(-c3ccncc3Cl)n2)cc1. Reaction SMILES: [C:38](=[O:39])([O-:40])[O-:41].[Cl:28][c:29]1[cH:30][n:31][cH:32][cH:33][c:34]1[B:35]([OH:36])[OH:37].[Cs+:42].[Cs+:43].[I:1][c:2]1[n:3][c:4]([N:9]([CH2:10][c:11]2[cH:12][cH:13][c:14]([O:17][CH3:18])[cH:15][cH:16]2)[CH2:19][c:20]2[cH:21][cH:22][c:23]([O:26][CH3:27])[cH:24][cH:25]2)[n:5][c:6]([CH3:8])[n:7]1.[O:44]1[CH2:45][CH2:46][O:47][CH2:48][CH2:49]1.[OH2:50]>>[c:2]1(-[c:34]2[c:29]([Cl:28])[cH:30][n:31][cH:32][cH:33]2)[n:3][c:4]([N:9]([CH2:10][c:11]2[cH:12][cH:13][c:14]([O:17][CH3:18])[cH:15][cH:16]2)[CH2:19][c:20]2[cH:21][cH:22][c:23]([O:26][CH3:27])[cH:24][cH:25]2)[n:5][c:6]([CH3:8])[n:7]1. The reactants are CC#N, ClCc1ccccc1, [K+], [K+], O=C([O-])[O-], c1ccc2[nH]cnc2c1. Yields the product c1ccc(Cn2cnc3ccccc32)cc1. Reaction SMILES: [CH3:24][C:25]#[N:26].[Cl:1][CH2:2][c:3]1[cH:4][cH:5][cH:6][cH:7][cH:8]1.[K+:18].[K+:19].[O-:20][C:21]([O-:22])=[O:23].[cH:9]1[cH:10][cH:11][c:12]2[nH:13][cH:14][n:15][c:16]2[cH:17]1>>[CH2:2]([c:3]1[cH:4][cH:5][cH:6][cH:7][cH:8]1)[n:13]1[c:12]2[cH:11][cH:10][cH:9][cH:17][c:16]2[n:15][cH:14]1. The reactants are CC(=O)OCCCN1CCC(c2c(C#N)c(N)nc(S)c2C#N)CC1, O=C([O-])O, ClCc1csc(-c2ccc(Cl)cc2)n1, [Na+], CN(C)C=O. The product is CC(=O)OCCCN1CCC(c2c(C#N)c(N)nc(SCc3csc(-c4ccc(Cl)cc4)n3)c2C#N)CC1. As a reaction SMILES: [C:1]([CH3:2])(=[O:3])[O:4][CH2:5][CH2:6][CH2:7][N:8]1[CH2:9][CH2:10][CH:11]([c:14]2[c:15]([C:24]#[N:25])[c:16]([NH2:23])[n:17][c:18]([SH:22])[c:19]2[C:20]#[N:21])[CH2:12][CH2:13]1.[C:40](=[O:41])([OH:42])[O-:43].[Cl:26][CH2:27][c:28]1[n:29][c:30](-[c:33]2[cH:34][cH:35][c:36]([Cl:39])[cH:37][cH:38]2)[s:31][cH:32]1.[Na+:44].[O:45]=[CH:46][N:47]([CH3:48])[CH3:49]>>[C:1]([CH3:2])(=[O:3])[O:4][CH2:5][CH2:6][CH2:7][N:8]1[CH2:9][CH2:10][CH:11]([c:14]2[c:15]([C:24]#[N:25])[c:16]([NH2:23])[n:17][c:18]([S:22][CH2:27][c:28]3[n:29][c:30](-[c:33]4[cH:34][cH:35][c:36]([Cl:39])[cH:37][cH:38]4)[s:31][cH:32]3)[c:19]2[C:20]#[N:21])[CH2:12][CH2:13]1. Solvent: CCOC(=O)C (EtOAc), CO (MeOH). Conditions: time 3 hour. Reaction SMILES: [N:1]([CH2:4][C:5]1[CH:6]=[C:7]([CH:30]=[C:31]([O:33][C:34]2[CH:39]=[CH:38][C:37]([F:40])=[CH:36][CH:35]=2)[CH:32]=1)[CH2:8][N:9]([CH2:22][C:23]1[CH:28]=[CH:27][C:26]([F:29])=[CH:25][CH:24]=1)[S:10]([C:13]1[CH:18]=[C:17]([Cl:19])[CH:16]=[C:15]([Cl:20])[C:14]=1[OH:21])(=[O:12])=[O:11])=[N+]=[N-].C1(C)C=CC=CC=1>CCOC(C)=O.CO.[OH-].[OH-].[Pd+2]>[NH2:1][CH2:4][C:5]1[CH:6]=[C:7]([CH:30]=[C:31]([O:33][C:34]2[CH:35]=[CH:36][C:37]([F:40])=[CH:38][CH:39]=2)[CH:32]=1)[CH2:8][N:9]([CH2:22][C:23]1[CH:24]=[CH:25][C:26]([F:29])=[CH:27][CH:28]=1)[S:10]([C:13]1[CH:18]=[C:17]([Cl:19])[CH:16]=[C:15]([Cl:20])[C:14]=1[OH:21])(=[O:12])=[O:11] |f:4.5.6|. The reagents and catalysts are [OH-].[OH-].[Pd+2] (Pd(OH)2 on carbon). The product is NCC=1C=C(CN(S(=O)(=O)C2=C(C(=CC(=C2)Cl)Cl)O)CC2=CC=C(C=C2)F)C=C(C1)OC1=CC=C(C=C1)F (N-(3-(Aminomethyl)-5-(4-fluorophenoxy)benzyl)-3,5-dichloro-N-(4-fluorobenzyl)-2-hydroxybenzenesulfonamide). Reactants: N(=[N+]=[N-])CC=1C=C(CN(S(=O)(=O)C2=C(C(=CC(=C2)Cl)Cl)O)CC2=CC=C(C=C2)F)C=C(C1)OC1=CC=C(C=C1)F (N-(3-(azidomethyl)-5-(4-fluorophenoxy)benzyl)-3,5-dichloro-N-(4-fluorobenzyl)-2-hydroxybenzenesulfonamide), C1(=CC=CC=C1)C (toluene). Reported procedure: A mixture of N-(3-(azidomethyl)-5-(4-fluorophenoxy)benzyl)-3,5-dichloro-N-(4-fluorobenzyl)-2-hydroxybenzenesulfonamide (1.0 g, 1.652 mmol) and 100 mg of 20% of Pd(OH)2 on carbon in EtOAc (15 mL) and MeOH (15 mL) was stirred at rt under 1 atm of H2 gas for 3 h. To the mixture was added toluene. The resulting mixture was stirred for a while, and the solid was filtered, washed with methanol. The filtrate was concentrated in vacuo to obtain the desired product (0.88 g, 1.519 mmol, 92% yield) as a wh... Isolated yield 91.9%. The reactants are Cl, NC1CN2CCC1CC2, O=C(O)c1cc2ccoc2cn1. The product is O=C(NC1CN2CCC1CC2)c1cc2ccoc2cn1. As a reaction SMILES: [ClH:22].[NH2:13][CH:14]1[CH2:15][N:16]2[CH2:17][CH2:18][CH:19]1[CH2:20][CH2:21]2.[o:1]1[cH:2][cH:3][c:4]2[c:5]1[cH:6][n:7][c:8]([C:10](=[O:11])[OH:12])[cH:9]2>>[o:1]1[cH:2][cH:3][c:4]2[c:5]1[cH:6][n:7][c:8]([C:10](=[O:12])[NH:13][CH:14]1[CH2:15][N:16]3[CH2:17][CH2:18][CH:19]1[CH2:20][CH2:21]3)[cH:9]2. Reactants: C(C)(C)NC(C)C (diisopropylamine), C1(CCC1)OC1=NC=C(C=N1)C#C (2-cyclobutoxy-5-ethynyl-pyrimidine), IC1=CC=C(C=C1)CC(C)NC(=O)C1=CN=CS1 (thiazole-5-carboxylic acid (2-(4-iodophenyl)-1-methylethyl)-amide). The reagents and catalysts are Cl[Pd]([P](C1=CC=CC=C1)(C2=CC=CC=C2)C3=CC=CC=C3)([P](C4=CC=CC=C4)(C5=CC=CC=C5)C6=CC=CC=C6)Cl (bis(triphenylphosphine)palladium dichloride), [Cu]I (CuI). Solvent: C1CCOC1 (THF). Reaction conditions: temperature 0 celsius. Product: C1(CCC1)OC1=NC=C(C=N1)C#CC1=CC=C(C=C1)CC(C)NC(=O)C1=CN=CS1 (Thiazole-5-carboxylic acid (2-(4-(2-cyclobutoxy-pyrimidin-5-ylethynyl)-phenyl)-1-methyl-ethyl)-amide). As a reaction SMILES: I[C:2]1[CH:7]=[CH:6][C:5]([CH2:8][CH:9]([NH:11][C:12]([C:14]2[S:18][CH:17]=[N:16][CH:15]=2)=[O:13])[CH3:10])=[CH:4][CH:3]=1.C(NC(C)C)(C)C.[CH:26]1([O:30][C:31]2[N:36]=[CH:35][C:34]([C:37]#[CH:38])=[CH:33][N:32]=2)[CH2:29][CH2:28][CH2:27]1>Cl[Pd](Cl)([P](C1C=CC=CC=1)(C1C=CC=CC=1)C1C=CC=CC=1)[P](C1C=CC=CC=1)(C1C=CC=CC=1)C1C=CC=CC=1.[Cu]I.C1COCC1>[CH:26]1([O:30][C:31]2[N:32]=[CH:33][C:34]([C:37]#[C:38][C:2]3[CH:7]=[CH:6][C:5]([CH2:8][CH:9]([NH:11][C:12]([C:14]4[S:18][CH:17]=[N:16][CH:15]=4)=[O:13])[CH3:10])=[CH:4][CH:3]=3)=[CH:35][N:36]=2)[CH2:27][CH2:28][CH2:29]1 |^1:41,60|. Reported procedure: 100 mg (0.27 mmol) thiazole-5-carboxylic acid (2-(4-iodophenyl)-1-methylethyl)-amide (I76) are added to 2.0 mL THF and cooled down to 0° C. 2.87 mg (4.00 μmol) bis(triphenylphosphine)palladium dichloride, 1.02 mg (5.00 μmol) CuI, 90.6 μL (0.65 mmol) diisopropylamine and finally 51.5 mg 2-cyclobutoxy-5-ethynyl-pyrimidine (I25.7) are added and the reaction mixture is stirred at r.t. over night. The solvent is removed in vacuo and the residue is dissolved in EtOAc and washed with diluted ammonia so...